This data is from the Open Reaction Database (ORD), a public repository of structured organic reaction records. The task is: describe an organic reaction: reactants, conditions, products, and yield The yield is 93.0%. Reaction SMILES: [C:1]([O:5][C:6]([NH:8][C:9]1([C:13](=[O:20])[CH2:14][C:15]([O:17][CH2:18][CH3:19])=[O:16])[CH2:12][CH2:11][CH2:10]1)=[O:7])([CH3:4])([CH3:3])[CH3:2].[BH4-].[Na+].O>C(O)C>[C:1]([O:5][C:6]([NH:8][C:9]1([CH:13]([OH:20])[CH2:14][C:15]([O:17][CH2:18][CH3:19])=[O:16])[CH2:12][CH2:11][CH2:10]1)=[O:7])([CH3:3])([CH3:4])[CH3:2] |f:1.2|. Starting materials: [BH4-].[Na+] (sodium borohydride), C(C)(C)(C)OC(=O)NC1(CCC1)C(CC(=O)OCC)=O (ethyl 1-tert-butoxycarbonylamino-β-oxocyclobutanepropanoate), O (water). The solvent is C(C)O (ethanol). Procedure details: A 70.21 g (257 mmol) portion of ethyl 1-tert-butoxycarbonylamino-β-oxocyclobutanepropanoate was dissolved in 500.0 ml of ethanol. Thereto was added 4.86 g (514 mmol) of sodium borohydride in small portions under ice cooling. After 2 hours of stirring at the same temperature, water was added and the solvent was evaporated. The resulting residue was extracted with chloroform, washed with saturated brine and then dried over anhydrous sodium sulfate. By evaporating the solvent, 65.25 g (93%) of the ... Product: C(C)(C)(C)OC(=O)NC1(CCC1)C(CC(=O)OCC)O (Ethyl 1-tert-butoxycarbonylamino-β-hydroxycyclobutanepropanoate). Reactants: C(C1=CC=CC=C1)(=O)NC1CN(CCC1)C(=O)OC(C)(C)C (tert-butyl 3-(benzoylamino)piperidine-1-carboxylate), FC(C(=O)O)(F)F (trifluoroacetic acid), N (ammonia). Run in C(Cl)Cl (DCM). Run at time 6 hour. Yields the product N1CC(CCC1)NC(C1=CC=CC=C1)=O (N-Piperidin-3-ylbenzamide). Isolated yield 105.6%. RXN SMILES: [C:1]([NH:9][CH:10]1[CH2:15][CH2:14][CH2:13][N:12](C(OC(C)(C)C)=O)[CH2:11]1)(=[O:8])[C:2]1[CH:7]=[CH:6][CH:5]=[CH:4][CH:3]=1.FC(F)(F)C(O)=O.N>C(Cl)Cl>[NH:12]1[CH2:13][CH2:14][CH2:15][CH:10]([NH:9][C:1](=[O:8])[C:2]2[CH:3]=[CH:4][CH:5]=[CH:6][CH:7]=2)[CH2:11]1. Procedure details: A solution of tert-butyl 3-(benzoylamino)piperidine-1-carboxylate (0.120 g) in DCM (5 ml) was treated with trifluoroacetic acid (5 ml) and stirred at room temperature for 6 h. The mixture was concentrated under reduced pressure to give a yellow oil which following neutralisation with aqueous ammonia solution, was purified using SPE (silica, eluting with methanol and 5% aqueous ammonia in methanol) to give the title compound (0.085 g) as an off-white solid. Starting materials: O (water), NC1=CC=C(C=C1)O (4-aminophenol), C1(=CC=CC2=CC=CC=C12)S(=O)(=O)Cl (1-naphthalenesulfonyl chloride). The solvent is O1CCOCC1 (dioxane), O1CCOCC1 (dioxane). Run at time 4.5 hour. Product: OC1=CC=C(C=C1)NS(=O)(=O)C1=CC=CC2=CC=CC=C12 (N-(ρ-hydroxyphenyl)-1-naphthalenesulfonamide). The yield is 72.3%. Reaction SMILES: [NH2:1][C:2]1[CH:7]=[CH:6][C:5]([OH:8])=[CH:4][CH:3]=1.[C:9]1([S:19](Cl)(=[O:21])=[O:20])[C:18]2[C:13](=[CH:14][CH:15]=[CH:16][CH:17]=2)[CH:12]=[CH:11][CH:10]=1.O>O1CCOCC1>[OH:8][C:5]1[CH:6]=[CH:7][C:2]([NH:1][S:19]([C:9]2[C:18]3[C:13](=[CH:14][CH:15]=[CH:16][CH:17]=3)[CH:12]=[CH:11][CH:10]=2)(=[O:21])=[O:20])=[CH:3][CH:4]=1. Procedure details: To a solution of 4-aminophenol (4.5 g) in dioxane (20 ml) was added dropwise a solution of 1-naphthalenesulfonyl chloride (4.4 g) in dioxane (20 ml). The mixture was further stirred at room temperatue for 4.5 hours and poured into water. The precipitate was collected by filtration, recrystallized from ethanol and decolored with activated carbon to give N-(ρ-hydroxyphenyl)-1-naphthalenesulfonamide (4.2 g), mp 195-196° C. Procedure: A mixture of 4-nitro-imidazole (2.75 g, 24.3 mmol), benzyl chloride (4.3 g, 26.8 mmol), potassium carbonate (4 g, 29.2 mmol), and acetonitrile (50 mL) was stirred for 2 h at rt, warmed to 55° C., stirred for 16 h, allowed to cool to rt, concentrated, diluted with water, and extracted with EtOAc. The organic extracts were washed with brine, dried (Na2SO4), filtered, and concentrated. The residue was purified by silica gel column chromatography (hexane/EtOAc, 4:1) to afford 5.6 g of the title comp... The product is COC1=CC=C(CN2N=CC(=C2)[N+](=O)[O-])C=C1 (1-(4-Methoxy-benzyl)-4-nitro-1H-pyrazole). Starting materials: [N+](=O)([O-])C=1N=CNC1 (4-nitro-imidazole), C(C1=CC=CC=C1)Cl (benzyl chloride), C([O-])([O-])=O.[K+].[K+] (potassium carbonate), C(C)#N (acetonitrile). As a reaction SMILES: [N+:1]([C:4]1N=[CH:6][NH:7][CH:8]=1)([O-:3])=[O:2].C(Cl)[C:10]1[CH:15]=[CH:14][CH:13]=[CH:12][CH:11]=1.[C:17](=[O:20])([O-])[O-].[K+].[K+].[C:23](#[N:25])C>>[CH3:17][O:20][C:10]1[CH:15]=[CH:14][C:13]([CH2:6][N:7]2[CH:8]=[C:4]([N+:1]([O-:3])=[O:2])[CH:23]=[N:25]2)=[CH:12][CH:11]=1 |f:2.3.4|. Conditions: time 2 hour. RXN SMILES: [C:1]1([OH:7])[CH:6]=[CH:5][CH:4]=[CH:3][CH:2]=1.C[O-].C[O-].[Mg+2:12].[Mg].CO>CCCCCCC>[C:1]1([O-:7])[CH:6]=[CH:5][CH:4]=[CH:3][CH:2]=1.[Mg+2:12].[C:1]1([O-:7])[CH:6]=[CH:5][CH:4]=[CH:3][CH:2]=1 |f:1.2.3,7.8.9|. Run at temperature 70 celsius. Product: C1(=CC=CC=C1)[O-].[Mg+2].C1(=CC=CC=C1)[O-] (magnesium phenolate). Procedure: A mixture of 282 g of phenol and 86 g of magnesium methylate prepared from metallic magnesium and methanol was heated at 70° C. to make a solution, to which 300 ml of n-heptane was added. The mixture was refluxed at 98° C. for 24 hours, then cooled, and evaporated in a rotary evaporator to remove heptane, phenol and methanol, thereby giving 170 g of magnesium phenolate. Yield: 81.1%. Solvent: CCCCCCC (n-heptane). Reactants: C1(=CC=CC=C1)O (phenol), C[O-].C[O-].[Mg+2] (magnesium methylate), [Mg] (magnesium), CO (methanol).